Task: describe an organic reaction: reactants, conditions, products, and yield. Dataset: the Open Reaction Database (ORD), a public repository of structured organic reaction records Reactants: O=C1CCC(=O)N1Br, CC(=O)O, O=c1ccn(Nc2c(Cl)cc(Cl)cc2Cl)c(=O)[nH]1. Yields the product O=c1[nH]c(=O)n(Nc2c(Cl)cc(Cl)cc2Cl)cc1Br. As a reaction SMILES: [Br:1][N:2]1[C:3](=[O:4])[CH2:5][CH2:6][C:7]1=[O:8].[CH3:27][C:28](=[O:29])[OH:30].[Cl:9][c:10]1[c:11]([NH:12][n:13]2[c:14](=[O:20])[nH:15][c:16](=[O:19])[cH:17][cH:18]2)[c:21]([Cl:26])[cH:22][c:23]([Cl:25])[cH:24]1>>[Br:1][c:17]1[c:16](=[O:19])[nH:15][c:14](=[O:20])[n:13]([NH:12][c:11]2[c:10]([Cl:9])[cH:24][c:23]([Cl:25])[cH:22][c:21]2[Cl:26])[cH:18]1. Starting materials: Cc1nc(OC(C)C(=O)O)nc(C)c1NC(=O)OC(C)(C)C, CNC1CCN(Cc2ccccc2)CC1. Yields the product Cc1nc(OC(C)C(=O)N(C)C2CCN(Cc3ccccc3)CC2)nc(C)c1NC(=O)OC(C)(C)C. As a reaction SMILES: [C:1]([CH3:2])([CH3:3])([CH3:4])[O:5][C:6](=[O:7])[NH:8][c:9]1[c:10]([CH3:22])[n:11][c:12]([O:16][CH:17]([C:18](=[O:19])[OH:20])[CH3:21])[n:13][c:14]1[CH3:15].[CH2:23]([c:24]1[cH:25][cH:26][cH:27][cH:28][cH:29]1)[N:30]1[CH2:31][CH2:32][CH:33]([NH:36][CH3:37])[CH2:34][CH2:35]1>>[C:1]([CH3:2])([CH3:3])([CH3:4])[O:5][C:6](=[O:7])[NH:8][c:9]1[c:10]([CH3:22])[n:11][c:12]([O:16][CH:17]([C:18](=[O:20])[N:36]([CH:33]2[CH2:32][CH2:31][N:30]([CH2:23][c:24]3[cH:25][cH:26][cH:27][cH:28][cH:29]3)[CH2:35][CH2:34]2)[CH3:37])[CH3:21])[n:13][c:14]1[CH3:15]. Starting materials: compound, [K+].[Br-] (KBr), C=1C=CC2=C(C1)NC(=N2)C3=CSC=N3 (thiabendazole), N1=CC=CC=C1 (pyridine), ClC(=O)OCCl (Chloromethyl chloroformate). Run in C(Cl)(Cl)Cl (chloroform). Yields the product ClCOC(=O)N1C(=NC2=C1C=CC=C2)C=2N=CSC2 (1-Chloromethoxycarbonyl-2(4-thiazolyl)benzimidazole). RXN SMILES: [CH:1]1[CH:2]=[CH:3][C:4]2[N:9]=[C:8]([C:10]3[N:14]=[CH:13][S:12][CH:11]=3)[NH:7][C:5]=2[CH:6]=1.N1C=CC=CC=1.Cl[C:22]([O:24][CH2:25][Cl:26])=[O:23].[K+].[Br-]>C(Cl)(Cl)Cl>[Cl:26][CH2:25][O:24][C:22]([N:9]1[C:4]2[CH:3]=[CH:2][CH:1]=[CH:6][C:5]=2[N:7]=[C:8]1[C:10]1[N:14]=[CH:13][S:12][CH:11]=1)=[O:23] |f:3.4|. Procedure details: To a suspension of 15.0 g of thiabendazole in 300 ml of chloroform, 6 g of pyridine was added and the suspension cooled in an ice bath. Chloromethyl chloroformate (10.6 g) was added to the reaction mixture dropwise during 10 minutes with stirring. A clear solution was formed which was kept stirred at room temperature for 16 hours. After washing the chloroform solution with water, it was dried over Na2SO4 and evaporated to a light yellow solid weighing 20.4 g. It was crystallized from EtOAc-CHCl3... Starting materials: C1(CCC1)C=1N=C(SC1)/C=C/C=1C=C(C=CC1)N ((E)-3-[2-[4-(cyclobutyl)-2-thiazolyl]ethenyl]benzeneamine), C1OC(CC2=CC=CC=C12)=O (3-isochromanone). The product is C1(CCC1)C=1N=C(SC1)/C=C/C=1C=C(C=CC1)NC(CC1=C(CO)C=CC=C1)=O ((E)-2-[2-[3-[2-[4-(cyclobutyl)-2-thiazolyl]ethenyl]phenylamino]-2-oxoethyl]benzyl alcohol). RXN SMILES: [CH:1]1([C:5]2[N:6]=[C:7](/[CH:10]=[CH:11]/[C:12]3[CH:13]=[C:14]([NH2:18])[CH:15]=[CH:16][CH:17]=3)[S:8][CH:9]=2)[CH2:4][CH2:3][CH2:2]1.[CH2:19]1[C:28]2[C:23](=[CH:24][CH:25]=[CH:26][CH:27]=2)[CH2:22][C:21](=[O:29])[O:20]1>>[CH:1]1([C:5]2[N:6]=[C:7](/[CH:10]=[CH:11]/[C:12]3[CH:13]=[C:14]([NH:18][C:21](=[O:29])[CH2:22][C:23]4[CH:24]=[CH:25][CH:26]=[CH:27][C:28]=4[CH2:19][OH:20])[CH:15]=[CH:16][CH:17]=3)[S:8][CH:9]=2)[CH2:4][CH2:3][CH2:2]1. Procedure details: A solution of 0.256 g of (E)-3-[2-[4-(cyclobutyl)-2-thiazolyl]ethenyl]benzeneamine and 0.148 g of 3-isochromanone was heated in a 126° C. oil bath for 17 hr. The residual materials were purified by silica gel chromatography using ethyl acetate-hexane (1:4 v/v) as the eluant to yield (E)-2-[2-[3-[2-[4-(cyclobutyl)-2-thiazolyl]ethenyl]phenylamino]-2-oxoethyl]benzyl alcohol. Reactants: CCc1nc(-c2ccc(C(F)(F)F)cc2)oc1C(C)O, CCCCP(CCCC)CCCC, COC(=O)CCc1ccc(O)cc1C, Cc1ccccc1, CCCCCC, O=C(N=NC(=O)N1CCCCC1)N1CCCCC1. The product is CCc1nc(-c2ccc(C(F)(F)F)cc2)oc1C(C)Oc1ccc(CCC(=O)OC)c(C)c1. As a reaction SMILES: [CH2:1]([CH3:2])[c:3]1[n:4][c:5](-[c:11]2[cH:12][cH:13][c:14]([C:17]([F:18])([F:19])[F:20])[cH:15][cH:16]2)[o:6][c:7]1[CH:8]([CH3:9])[OH:10].[CH2:35]([P:36]([CH2:37][CH2:38][CH2:39][CH3:40])[CH2:41][CH2:42][CH2:43][CH3:44])[CH2:45][CH2:46][CH3:47].[CH3:21][O:22][C:23]([CH2:24][CH2:25][c:26]1[c:27]([CH3:33])[cH:28][c:29]([OH:32])[cH:30][cH:31]1)=[O:34].[CH3:66][c:67]1[cH:68][cH:69][cH:70][cH:71][cH:72]1.[CH3:73][CH2:74][CH2:75][CH2:76][CH2:77][CH3:78].[N:48]([C:49]([N:50]1[CH2:51][CH2:52][CH2:53][CH2:54][CH2:55]1)=[O:56])=[N:57][C:58]([N:59]1[CH2:60][CH2:61][CH2:62][CH2:63][CH2:64]1)=[O:65]>>[CH2:1]([CH3:2])[c:3]1[n:4][c:5](-[c:11]2[cH:12][cH:13][c:14]([C:17]([F:18])([F:19])[F:20])[cH:15][cH:16]2)[o:6][c:7]1[CH:8]([CH3:9])[O:10][c:29]1[cH:28][c:27]([CH3:33])[c:26]([CH2:25][CH2:24][C:23]([O:22][CH3:21])=[O:34])[cH:31][cH:30]1. Starting materials: O=C([O-])[O-], CN(C)C=O, [K+], [K+], N#Cc1c(N2CCc3ccccc3CC2)nc(N)[nH]c1=O, Cc1cc(C)c(S(=O)(=O)ON)c(C)c1. Yields the product N#Cc1c(N2CCc3ccccc3CC2)nc(N)n(N)c1=O. Reaction SMILES: [C:36](=[O:37])([O-:38])[O-:39].[CH3:42][N:43]([CH3:44])[CH:45]=[O:46].[K+:40].[K+:41].[NH2:1][c:2]1[nH:3][c:4](=[O:21])[c:5]([C:19]#[N:20])[c:6]([N:8]2[CH2:9][CH2:10][c:11]3[c:12]([cH:15][cH:16][cH:17][cH:18]3)[CH2:13][CH2:14]2)[n:7]1.[c:22]1([CH3:23])[cH:24][c:25]([CH3:26])[cH:27][c:28]([CH3:29])[c:30]1[S:31]([O:32][NH2:34])(=[O:33])=[O:35]>>[NH2:1][c:2]1[n:3]([NH2:34])[c:4](=[O:21])[c:5]([C:19]#[N:20])[c:6]([N:8]2[CH2:9][CH2:10][c:11]3[c:12]([cH:15][cH:16][cH:17][cH:18]3)[CH2:13][CH2:14]2)[n:7]1. Starting materials: solution, O([Si](C1=CC=CC=C1)(C1=CC=CC=C1)C(C)(C)C)CC=1C=C(C=CC1)Br (3-(t-Butyldiphenylsiloxymethyl)bromobenzene), C1CCOC1 (THF), [Mg] (Magnesium), O([Si](C1=CC=CC=C1)(C1=CC=CC=C1)C(C)(C)C)CC=1C=C(C=CC1)Br (3-(t-Butyldiphenylsiloxymethyl)bromobenzene), p-formaldehyde, [Cl-].[NH4+] (ammonium chloride). Run at time 10 minute. Product: O([Si](C1=CC=CC=C1)(C1=CC=CC=C1)C(C)(C)C)CC=1C=C(CO)C=CC1 (3-(t-Butyldiphenylsiloxymethyl)benzyl alcohol). Yield: 64.0%. Reaction SMILES: [Mg].[O:2]([CH2:20][C:21]1[CH:22]=[C:23](Br)[CH:24]=[CH:25][CH:26]=1)[Si:3]([C:16]([CH3:19])([CH3:18])[CH3:17])([C:10]1[CH:15]=[CH:14][CH:13]=[CH:12][CH:11]=1)[C:4]1[CH:9]=[CH:8][CH:7]=[CH:6][CH:5]=1.[Cl-].[NH4+].C1C[O:33][CH2:32]C1>>[O:2]([CH2:20][C:21]1[CH:22]=[C:23]([CH:24]=[CH:25][CH:26]=1)[CH2:32][OH:33])[Si:3]([C:16]([CH3:19])([CH3:18])[CH3:17])([C:10]1[CH:15]=[CH:14][CH:13]=[CH:12][CH:11]=1)[C:4]1[CH:9]=[CH:8][CH:7]=[CH:6][CH:5]=1 |f:2.3|. Procedure details: Magnesium turnings (1.45 g, 59.5 mmol) were weighed into a flask which was then flame-dried under vacuum. An argon atmosphere was introduced, and anhydrous THF (30 mL) and dibromoethane (approx. 0.1 mL) were added. The mixture was stirred at room temperature. Approximately 25 mL of a solution of 22 (21.1 g, 49.6 mmol) in anhydrous THF (120 mL) was added via cannula. Within 10 min, the solution became dark yellow-brown. The remainder of the solution of 22 was then added via cannula, and the entir... Yields the product Fc1ccc(F)c(CSc2ccc(Cl)cc2)c1. The reactants are Sc1ccc(Cl)cc1, OCc1cc(F)ccc1F, CC(C)OC(=O)N=NC(=O)OC(C)C, C1CCOC1, c1ccc(P(c2ccccc2)c2ccccc2)cc1. Reaction SMILES: [Cl:1][c:2]1[cH:3][cH:4][c:5]([SH:8])[cH:6][cH:7]1.[F:42][c:43]1[c:44]([CH2:45][OH:46])[cH:47][c:48]([F:51])[cH:49][cH:50]1.[O:28]=[C:29]([O:30][CH:31]([CH3:32])[CH3:33])[N:34]=[N:35][C:36]([O:37][CH:38]([CH3:39])[CH3:40])=[O:41].[O:52]1[CH2:53][CH2:54][CH2:55][CH2:56]1.[c:9]1([P:10]([c:11]2[cH:12][cH:13][cH:14][cH:15][cH:16]2)[c:17]2[cH:18][cH:19][cH:20][cH:21][cH:22]2)[cH:23][cH:24][cH:25][cH:26][cH:27]1>>[Cl:1][c:2]1[cH:3][cH:4][c:5]([S:8][CH2:45][c:44]2[c:43]([F:42])[cH:50][cH:49][c:48]([F:51])[cH:47]2)[cH:6][cH:7]1.